Dataset: the Open Reaction Database (ORD), a public repository of structured organic reaction records. Task: describe an organic reaction: reactants, conditions, products, and yield Solvent: C1(=CC=CC=C1)C (toluene). Procedure: To a solution of 1-[2-(4-bromo-phenyl)-4-isopropyl-oxazol-5-yl]-ethanol (9.05 g, 29.2 mmol) in toluene (300 ml) at 0° C. is added tri-n-butylphosphine (7.70 g, 38.1 mmol) and 1,1′-(azodicarbonyl)-dipiperidine (8.84 g, 35.0 mmol), followed by addition of 3-(4-hydroxy-2-methyl-phenyl)-propionic acid methyl ester (6.30 g, 32.1 mmol). The resulting mixture is stirred for 18 hours while warmed up to room temperature. The reaction is quenched with water (100 ml) and the aqueous layer is extracted with... Run at time 18 hour. Isolated yield 80.3%. Yields the product COC(CCC1=C(C=C(C=C1)OC(C)C1=C(N=C(O1)C1=CC=C(C=C1)Br)C(C)C)C)=O (3-(4-{1-[2-(4-bromo-phenyl)-4-isopropyl-oxazol-5-yl]-ethoxy}-2-methyl-phenyl)-propionic acid methyl ester). Starting materials: BrC1=CC=C(C=C1)C=1OC(=C(N1)C(C)C)C(C)O (1-[2-(4-bromo-phenyl)-4-isopropyl-oxazol-5-yl]-ethanol), C(CCC)P(CCCC)CCCC (tri-n-butylphosphine), N(=NC(=O)N1CCCCC1)C(=O)N1CCCCC1 (1,1′-(azodicarbonyl)-dipiperidine), COC(CCC1=C(C=C(C=C1)O)C)=O (3-(4-hydroxy-2-methyl-phenyl)-propionic acid methyl ester). RXN SMILES: [Br:1][C:2]1[CH:7]=[CH:6][C:5]([C:8]2[O:9][C:10]([CH:16]([OH:18])[CH3:17])=[C:11]([CH:13]([CH3:15])[CH3:14])[N:12]=2)=[CH:4][CH:3]=1.C(P(CCCC)CCCC)CCC.N(C(N1CCCCC1)=O)=NC(N1CCCCC1)=O.[CH3:50][O:51][C:52](=[O:63])[CH2:53][CH2:54][C:55]1[CH:60]=[CH:59][C:58](O)=[CH:57][C:56]=1[CH3:62]>C1(C)C=CC=CC=1>[CH3:50][O:51][C:52](=[O:63])[CH2:53][CH2:54][C:55]1[CH:60]=[CH:59][C:58]([O:18][CH:16]([C:10]2[O:9][C:8]([C:5]3[CH:4]=[CH:3][C:2]([Br:1])=[CH:7][CH:6]=3)=[N:12][C:11]=2[CH:13]([CH3:15])[CH3:14])[CH3:17])=[CH:57][C:56]=1[CH3:62]. Product: ClC1=CC(=C(C=O)C=C1OC)F (4-chloro-2-fluoro-5-methoxybenzaldehyde). Procedure: Following the procedure for Intermediate 390.2, 2-chloro-4-fluoro-1-methoxybenzene (1.0 g, 6.3 mmol) afforded 840 mg of Intermediate 392.1 as a white solid. 1H NMR (400 MHz, CDCl3) δ ppm 3.91 (s, 3H) 6.90-7.00 (m, 1H) 7.41 (dd, J=9.35, 6.32 Hz, 1H) 10.27 (s, 1H) The reactants are ClC1=CC(=C(C=O)C=C1CC)F (4-chloro-5-ethyl-2-fluorobenzaldehyde), ClC1=C(C=CC(=C1)F)OC (2-chloro-4-fluoro-1-methoxybenzene). Reaction SMILES: [Cl:1][C:2]1[C:9](CC)=[CH:8][C:5]([CH:6]=[O:7])=[C:4]([F:12])[CH:3]=1.ClC1C=C(F)C=C[C:15]=1[O:21]C>>[Cl:1][C:2]1[C:9]([O:21][CH3:15])=[CH:8][C:5]([CH:6]=[O:7])=[C:4]([F:12])[CH:3]=1.